Dataset: the Open Reaction Database (ORD), a public repository of structured organic reaction records. Task: describe an organic reaction: reactants, conditions, products, and yield Starting materials: O=C([O-])[O-], CO, COc1cc(C(C)C)c2c(c1)S(=O)(=O)N(CCl)C2=O, [Cs+], [Cs+], O=P([O-])(OCc1ccccc1)OCc1ccccc1. Product: COc1cc(C(C)C)c2c(c1)S(=O)(=O)N(COP(=O)(OCc1ccccc1)OCc1ccccc1)C2=O. Reaction SMILES: [C:20](=[O:21])([O-:22])[O-:23].[CH3:45][OH:46].[Cl:26][CH2:27][N:28]1[S:29](=[O:30])(=[O:31])[c:32]2[cH:33][c:34]([O:43][CH3:44])[cH:35][c:36]([CH:40]([CH3:41])[CH3:42])[c:37]2[C:38]1=[O:39].[Cs+:24].[Cs+:25].[P:1](=[O:2])([O:3][CH2:4][c:5]1[cH:6][cH:7][cH:8][cH:9][cH:10]1)([O:11][CH2:12][c:13]1[cH:14][cH:15][cH:16][cH:17][cH:18]1)[O-:19]>>[P:1](=[O:2])([O:3][CH2:4][c:5]1[cH:6][cH:7][cH:8][cH:9][cH:10]1)([O:11][CH2:12][c:13]1[cH:14][cH:15][cH:16][cH:17][cH:18]1)[O:19][CH2:27][N:28]1[S:29](=[O:30])(=[O:31])[c:32]2[cH:33][c:34]([O:43][CH3:44])[cH:35][c:36]([CH:40]([CH3:41])[CH3:42])[c:37]2[C:38]1=[O:39]. The reactants are CSC1=CC=C(CC2=NOC(=N2)C2CCN(CC2)C(=O)OC(C)(C)C)C=C1 (tert-butyl 4-{3-[4-(methylthio)benzyl]-1,2,4-oxadiazol-5-yl}piperidine-1-carboxylate), C(C)(=O)Cl (Acetyl chloride). Solvent: CO (MeOH), CO (methanol). Reaction conditions: temperature 60 celsius, time 10 minute. Yields the product Cl.CSC1=CC=C(CC2=NOC(=N2)C2CCNCC2)C=C1 (4-{3-[4-(methylthio)benzyl]-1,2,4-oxadiazol-5-yl}piperidine hydrochloride). The yield is 100.1%. As a reaction SMILES: C([Cl:4])(=O)C.[CH3:5][S:6][C:7]1[CH:31]=[CH:30][C:10]([CH2:11][C:12]2[N:16]=[C:15]([CH:17]3[CH2:22][CH2:21][N:20](C(OC(C)(C)C)=O)[CH2:19][CH2:18]3)[O:14][N:13]=2)=[CH:9][CH:8]=1>CO>[ClH:4].[CH3:5][S:6][C:7]1[CH:8]=[CH:9][C:10]([CH2:11][C:12]2[N:16]=[C:15]([CH:17]3[CH2:22][CH2:21][NH:20][CH2:19][CH2:18]3)[O:14][N:13]=2)=[CH:30][CH:31]=1 |f:3.4|. Reported procedure: Acetyl chloride (86 μL, 1.21 mmol) was added dropwise to methanol (0.5 mL) and stirred for 10 minutes then added to tert-butyl 4-{3-[4-(methylthio)benzyl]-1,2,4-oxadiazol-5-yl}piperidine-1-carboxylate (237 mg, 0.61 mmol) in MeOH (5 mL) and the mixture heated to 60° C. for 1 hour and the solvents evaporated to give a the title compound as a yellow powder, (199 mg, 100%); MS: 290 (MH+).